Task: describe an organic reaction: reactants, conditions, products, and yield. Dataset: the Open Reaction Database (ORD), a public repository of structured organic reaction records The reactants are C(C=C)#N (acrylonitrile), C1(CCCC(N1)=O)=O (glutarimide), C(C=C)#N.C1(CCCC(N1)=O)=O.C(C=C)(=O)N (acrylonitrile glutarimide acrylamide), C(C=C)(=O)N (acrylamide). Reaction conditions: temperature 75 celsius. Product: C(C=C)#N.C(C=C)(=O)N (acrylonitrile acrylamide), C(C=C)#N (acrylonitrile), C(C=C)(=O)N (acrylamide). RXN SMILES: [C:1](#[N:4])[CH:2]=[CH2:3].C1(=O)[NH:10][C:9](=[O:11])[CH2:8][CH2:7]C1.[C:13]([NH2:17])(=O)[CH:14]=[CH2:15].C(#N)C=C.C1(=O)[NH:27][C:26](=[O:28])[CH2:25][CH2:24]C1.C(N)(=O)C=C>>[C:1](#[N:4])[CH:2]=[CH2:3].[C:9]([NH2:10])(=[O:11])[CH:8]=[CH2:7].[C:13](#[N:17])[CH:14]=[CH2:15].[C:26]([NH2:27])(=[O:28])[CH:25]=[CH2:24] |f:0.1.2,6.7|. Procedure: A solution of multiblock acrylonitrile-glutarimide-acrylamide copolymer of the following composition: 57.4 percent by weight of acrylonitrile units arranged into sequences with average molecular weight of about 1,500,33.2 percent by weight of glutarimide units and 9.4 percent by weight of acrylamide units arranged randomly into sequences with an average molecular weight of 1110, is heated to 75° C. and bubbled with dry air to remove HCl whereupon gaseous ammonia is introduced at a partial pressu...